The task is: describe an organic reaction: reactants, conditions, products, and yield. This data is from the Open Reaction Database (ORD), a public repository of structured organic reaction records. Starting materials: CCOC(C)=O, Cc1nc(-c2cncc(C=Cc3ccc(C(F)(F)F)cc3)n2)sc1C(=O)NCc1ccccc1, CCO, [OH-], [OH-], [Pd+2]. Yields the product Cc1nc(-c2cncc(CCc3ccc(C(F)(F)F)cc3)n2)sc1C(=O)NCc1ccccc1. As a reaction SMILES: [C:38]([O:39][CH2:40][CH3:41])(=[O:42])[CH3:43].[CH2:1]([c:2]1[cH:3][cH:4][cH:5][cH:6][cH:7]1)[NH:8][C:9](=[O:10])[c:11]1[c:12]([CH3:34])[n:13][c:14](-[c:16]2[n:17][c:18]([CH:22]=[CH:23][c:24]3[cH:25][cH:26][c:27]([C:30]([F:31])([F:32])[F:33])[cH:28][cH:29]3)[cH:19][n:20][cH:21]2)[s:15]1.[CH2:35]([OH:36])[CH3:37].[OH-:44].[OH-:45].[Pd+2:46]>>[CH2:1]([c:2]1[cH:3][cH:4][cH:5][cH:6][cH:7]1)[NH:8][C:9](=[O:10])[c:11]1[c:12]([CH3:34])[n:13][c:14](-[c:16]2[n:17][c:18]([CH2:22][CH2:23][c:24]3[cH:25][cH:26][c:27]([C:30]([F:31])([F:32])[F:33])[cH:28][cH:29]3)[cH:19][n:20][cH:21]2)[s:15]1. Reactants: CO, ClCCl, CCN1CCN(Cc2cnc3c(C(=O)O)ccc(-c4c(Cl)c(OC)cc(OC)c4Cl)c3n2)CC1, Nc1cccnc1. The product is CCN1CCN(Cc2cnc3c(C(=O)Nc4cccnc4)ccc(-c4c(Cl)c(OC)cc(OC)c4Cl)c3n2)CC1. RXN SMILES: [CH3:45][OH:46].[Cl:42][CH2:43][Cl:44].[Cl:8][c:9]1[c:10](-[c:20]2[cH:21][cH:22][c:23]([C:39](=[O:40])[OH:41])[c:24]3[n:25][cH:26][c:27]([CH2:30][N:31]4[CH2:32][CH2:33][N:34]([CH2:37][CH3:38])[CH2:35][CH2:36]4)[n:28][c:29]23)[c:11]([Cl:19])[c:12]([O:17][CH3:18])[cH:13][c:14]1[O:15][CH3:16].[NH2:1][c:2]1[cH:3][n:4][cH:5][cH:6][cH:7]1>>[NH:1]([c:2]1[cH:3][n:4][cH:5][cH:6][cH:7]1)[C:39]([c:23]1[cH:22][cH:21][c:20](-[c:10]2[c:9]([Cl:8])[c:14]([O:15][CH3:16])[cH:13][c:12]([O:17][CH3:18])[c:11]2[Cl:19])[c:29]2[c:24]1[n:25][cH:26][c:27]([CH2:30][N:31]1[CH2:32][CH2:33][N:34]([CH2:37][CH3:38])[CH2:35][CH2:36]1)[n:28]2)=[O:40]. Reactants: C(C1=CC=CC=C1)NC=1C2=C(N=C(N1)Cl)N(C=C2I)S(=O)(=O)C2=CC=C(C)C=C2 (N-benzyl-2-chloro-5-iodo-7-tosyl-7H-pyrrolo[2,3-d]pyrimidin-4-amine), CN(C)C=O (DMF). Reagents/catalysts: C=1C=CC(=CC1)/C=C/C(=O)/C=C/C2=CC=CC=C2.C=1C=CC(=CC1)/C=C/C(=O)/C=C/C2=CC=CC=C2.C=1C=CC(=CC1)/C=C/C(=O)/C=C/C2=CC=CC=C2.[Pd].[Pd] (Pd2 dba3), C1=CC=C(C=C1)P([C-]2C=CC=C2)C3=CC=CC=C3.C1=CC=C(C=C1)P([C-]2C=CC=C2)C3=CC=CC=C3.[Fe+2] (dppf), [C-]#N.[C-]#N.[Zn+2] (Zn(CN)2). Reaction conditions: temperature 70 celsius, time 20 hour. The product is C(C1=CC=CC=C1)NC=1C2=C(N=C(N1)Cl)N(C=C2C#N)S(=O)(=O)C2=CC=C(C)C=C2 (4-(benzylamino)-2-chloro-7-tosyl-7H-pyrrolo[2,3-d]pyrimidine-5-carbonitrile). RXN SMILES: [CH2:1]([NH:8][C:9]1[C:10]2[C:18](I)=[CH:17][N:16]([S:20]([C:23]3[CH:29]=[CH:28][C:26]([CH3:27])=[CH:25][CH:24]=3)(=[O:22])=[O:21])[C:11]=2[N:12]=[C:13]([Cl:15])[N:14]=1)[C:2]1[CH:7]=[CH:6][CH:5]=[CH:4][CH:3]=1.[CH3:30][N:31](C=O)C>C1C=CC(/C=C/C(/C=C/C2C=CC=CC=2)=O)=CC=1.C1C=CC(/C=C/C(/C=C/C2C=CC=CC=2)=O)=CC=1.C1C=CC(/C=C/C(/C=C/C2C=CC=CC=2)=O)=CC=1.[Pd].[Pd].C1C=CC(P(C2C=CC=CC=2)[C-]2C=CC=C2)=CC=1.C1C=CC(P(C2C=CC=CC=2)[C-]2C=CC=C2)=CC=1.[Fe+2].[C-]#N.[C-]#N.[Zn+2]>[CH2:1]([NH:8][C:9]1[C:10]2[C:18]([C:30]#[N:31])=[CH:17][N:16]([S:20]([C:23]3[CH:29]=[CH:28][C:26]([CH3:27])=[CH:25][CH:24]=3)(=[O:22])=[O:21])[C:11]=2[N:12]=[C:13]([Cl:15])[N:14]=1)[C:2]1[CH:7]=[CH:6][CH:5]=[CH:4][CH:3]=1 |f:2.3.4.5.6,7.8.9,10.11.12|. Procedure details: A solution of N-benzyl-2-chloro-5-iodo-7-tosyl-7H-pyrrolo[2,3-d]pyrimidin-4-amine (386 mg, 0.716 mmol), Pd2 dba3 (40 mg, 0.043 mmol) and dppf (80 mg, 0.14 mmol) in DMF (6 mL) was degassed with argon before being charged with Zn(CN)2 (100 mg, 0.555 mmol). The mixture was stirred at 70° C. for 20 h. DMF was removed in vacuo. The residue was purified by HPLC to give 4-(benzylamino)-2-chloro-7-tosyl-7H-pyrrolo[2,3-d]pyrimidine-5-carbonitrile (54 mg). Starting materials: C[SiH](C)OC(C1CCC(CO)CC1)C(C)(C)C, O=C([O-])O, ClC(Cl)Cl, [Na+], [Na+], [Na+], O=S([O-])[O-]. Yields the product C[SiH](C)OC(C1CCC(C=O)CC1)C(C)(C)C. As a reaction SMILES: [C:1]([CH3:2])([CH3:3])([CH3:4])[CH:5]([CH:6]1[CH2:7][CH2:8][CH:9]([CH2:12][OH:13])[CH2:10][CH2:11]1)[O:14][SiH:15]([CH3:16])[CH3:17].[C:24](=[O:25])([OH:26])[O-:27].[CH:29]([Cl:30])([Cl:31])[Cl:32].[Na+:22].[Na+:23].[Na+:28].[S:18]([O-:19])([O-:20])=[O:21]>>[C:1]([CH3:2])([CH3:3])([CH3:4])[CH:5]([CH:6]1[CH2:7][CH2:8][CH:9]([CH:12]=[O:13])[CH2:10][CH2:11]1)[O:14][SiH:15]([CH3:16])[CH3:17]. Starting materials: ClC1=CC2=CC3=CC=CC=C3C=C2C=C1 (2-chloroanthracene), C1(OC=CO1)=O (vinylene carbonate). The product is ClC1=CC=2[C@@H]3C4=CC=CC=C4[C@H](C2C=C1)C(C3O)O (cis-2-chloro-9,10-dihydro-9,10-ethanoanthracene-11,12-diol), cyclic carbonate. Reaction SMILES: [Cl:1][C:2]1[CH:15]=[CH:14][C:13]2[C:4](=[CH:5][C:6]3[C:11]([CH:12]=2)=[CH:10][CH:9]=[CH:8][CH:7]=3)[CH:3]=1.C1(=O)[O:20][CH:19]=[CH:18][O:17]1>>[Cl:1][C:2]1[CH:15]=[CH:14][C:13]2[C@@H:12]3[CH:19]([OH:20])[CH:18]([OH:17])[C@@H:5]([C:6]4[C:11]3=[CH:10][CH:9]=[CH:8][CH:7]=4)[C:4]=2[CH:3]=1. Reported procedure: A solution of 15.0 g. of 2-chloroanthracene in 60.8 g. of vinylene carbonate is refluxed for 20 hours and then vacuum distilled. The residue is recrystallized from methylene chloride-methanol giving cis-2-chloro-9,10-dihydro-9,10-ethanoanthracene-11,12-diol, cyclic carbonate as gray crystals, m.p. 200°-230° C. The reactants are BrC=1C=CC(=NC1)Cl (5-bromo-2-chloropyridine), OCC(C(=O)OC(C)(C)C)(C)C (tert-butyl 3-hydroxy-2,2-dimethylpropanoate), [H-].[Na+] (sodium hydride), CN(C=O)C (N,N-dimethylformamide), O (Water). The product is BrC=1C=NC(=NC1)OCC(C(=O)OC(C)(C)C)(C)C (tert-butyl 3-(5-bromopyrimidin-2-yl)oxy-2,2-dimethylpropanoate). Reaction SMILES: [Br:1][C:2]1[CH:3]=C[C:5](Cl)=[N:6][CH:7]=1.[OH:9][CH2:10][C:11]([CH3:20])([CH3:19])[C:12]([O:14][C:15]([CH3:18])([CH3:17])[CH3:16])=[O:13].[H-].[Na+].O.C[N:25](C)C=O>>[Br:1][C:2]1[CH:7]=[N:6][C:5]([O:9][CH2:10][C:11]([CH3:20])([CH3:19])[C:12]([O:14][C:15]([CH3:18])([CH3:17])[CH3:16])=[O:13])=[N:25][CH:3]=1 |f:2.3|. Conditions: temperature 50 celsius, time 45 minute. Procedure details: In N,N-dimethylformamide (10 mL) were dissolved 5-bromo-2-chloropyridine (1000 mg) and tert-butyl 3-hydroxy-2,2-dimethylpropanoate (991 mg), and 60% sodium hydride (248 mg) was added to the solution under ice-cooling. The reaction mixture was stirred at room temperature for 6 hours, at 50° C. for 1 hour and 45 minutes, and then, at room temperature overnight. Water was added to the reaction mixture under ice-cooling, and the mixture was extracted with ether. The organic layer was separated, wash... Starting materials: C(C=C)C1([C@]2(C)[C@@H](CC1)[C@@H]1CCC=3C=C(C(=CC3[C@H]1CC2)OCC)OCC2=CC=CC=C2)O (17-Allyl-3-(benzyloxy)-2-ethoxy-estra-1,3,5(10)-trien-17-ol), C1COCCOCCOCCOCCOCCO1 (18-Crown-6), oil, CC(C)O (IPA), [NH4+].[Cl-] (NH4Cl). The solvent is C1CCOC1 (THF), C1CCOC1 (THF). Reaction conditions: time 3 hour. The product is C(C=C)[C@H]1CC([C@]2(C)[C@@H]1[C@@H]1CCC=3C=C(C(=CC3[C@H]1CC2)OCC)OCC2=CC=CC=C2)=O (15α-Allyl-3-benzyloxy-2-ethoxy-estra-1,3,5(10)-trien-17-one). RXN SMILES: C([C:4]1([OH:33])[CH2:9][CH2:8][C@H:7]2[C@H:10]3[C@H:19]([CH2:20][CH2:21][C@:5]12[CH3:6])[C:18]1[CH:17]=[C:16]([O:22][CH2:23][CH3:24])[C:15]([O:25][CH2:26][C:27]2[CH:32]=[CH:31][CH:30]=[CH:29][CH:28]=2)=[CH:14][C:13]=1[CH2:12][CH2:11]3)C=C.C1OCCOCCOCCOCCOCCOC1.[CH3:52][CH:53](O)[CH3:54].[NH4+].[Cl-]>C1COCC1>[CH2:54]([C@@H:8]1[C@H:7]2[C@H:10]3[C@H:19]([CH2:20][CH2:21][C@:5]2([CH3:6])[C:4](=[O:33])[CH2:9]1)[C:18]1[CH:17]=[C:16]([O:22][CH2:23][CH3:24])[C:15]([O:25][CH2:26][C:27]2[CH:28]=[CH:29][CH:30]=[CH:31][CH:32]=2)=[CH:14][C:13]=1[CH2:12][CH2:11]3)[CH:53]=[CH2:52] |f:3.4|. Procedure: KH 30% in oil (89.98 mmol) was suspended in THF (50 ml), under N2 atmosphere. 17-Allyl-3-(benzyloxy)-2-ethoxy-estra-1,3,5(10)-trien-17-ol (7.7 g, 17.30 mmol) and 18-Crown-6 (88.25 mmol) were dissolved in THF (200 ml) and added dropwise in 40 min. The mixture was stirred for 3 h at RT. The mixture was carefully poured into IPA via canula. The mixture was poured into aq. sat. NH4Cl (1 l). The water layer was extracted with EtOAc (3×250 ml). The combined organic layers were washed with brine (1×500... The reagents and catalysts are [Cl-].C(C1=CC=CC=C1)[N+](CC)(CC)CC (benzyltriethylammonium chloride). The reactants are [OH-].[Na+] (Sodium hydroxide), OCC1=C(N)C=CC(=C1)[N+](=O)[O-] (2-Hydroxymethyl-4-nitroaniline), ClCCl (Dichloromethane), S(=O)(=O)(OC)OC (Dimethyl sulfate). RXN SMILES: [OH:1][CH2:2][C:3]1[CH:9]=[C:8]([N+:10]([O-:12])=[O:11])[CH:7]=[CH:6][C:4]=1[NH2:5].[OH-].[Na+].S(OC)(O[CH3:19])(=O)=O.ClCCl>[Cl-].C([N+](CC)(CC)CC)C1C=CC=CC=1.O>[CH3:19][O:1][CH2:2][C:3]1[CH:9]=[C:8]([N+:10]([O-:12])=[O:11])[CH:7]=[CH:6][C:4]=1[NH2:5] |f:1.2,5.6|. Product: COCC1=C(N)C=CC(=C1)[N+](=O)[O-] (2-methoxymethyl-4-nitroaniline). Reported procedure: 2-Hydroxymethyl-4-nitroaniline (1.0 g, 5.75 mmol) is suspended in petroleum ether (10 mL). Sodium hydroxide solution (50%, 618 mg, 15.46 mmol) and benzyltriethylammonium chloride (20 mg) are added with stirring. Dimethyl sulfate (728 uL, 7.7 mmol) is added and the reaction mixture is stirred at room temperature for 16 h. Dichloromethane (50 mL) and water (25 mL) are added and the layers are separated. The organic layer is washed with saturated NaHCO3 and evaporated affording 440 mg of 2-methoxym... Solvent: O (water), petroleum ether. The yield is 42.0%.